Dataset: the Open Reaction Database (ORD), a public repository of structured organic reaction records. Task: describe an organic reaction: reactants, conditions, products, and yield The reactants are O1COC=2C1=CC=1C(=CNC1C2)C#N (5H-[1,3]dioxolo[4,5-f]indole-7-carbonitrile), IC1=CC=C(C=C1)OC (p-iodoanisole), [O-]P(=O)([O-])[O-].[K+].[K+].[K+] (K3PO4), CNC1C(CCCC1)NC (N,N′-Dimethyl cyclohexane-1,2-diamine). Reagents/catalysts: [Cu]I (CuI). Run in C1(=CC=CC=C1)C (toluene). Product: COC1=CC=C(C=C1)N1C=C(C=2C=C3C(=CC12)OCO3)C#N (5-(4-methoxyphenyl)-5H-[1,3]dioxolo[4,5-f]indole-7-carbonitrile). Reaction SMILES: I[C:2]1[CH:7]=[CH:6][C:5]([O:8][CH3:9])=[CH:4][CH:3]=1.[O-]P([O-])([O-])=O.[K+].[K+].[K+].CNC1CCCCC1NC.[O:28]1[C:32]2=[CH:33][C:34]3[C:35]([C:40]#[N:41])=[CH:36][NH:37][C:38]=3[CH:39]=[C:31]2[O:30][CH2:29]1>C1(C)C=CC=CC=1.[Cu]I>[CH3:9][O:8][C:5]1[CH:6]=[CH:7][C:2]([N:37]2[C:38]3[CH:39]=[C:31]4[O:30][CH2:29][O:28][C:32]4=[CH:33][C:34]=3[C:35]([C:40]#[N:41])=[CH:36]2)=[CH:3][CH:4]=1 |f:1.2.3.4|. Procedure details: A mixture of p-iodoanisole (85 mg, 0.36 mmol), anhydrous K3PO4 (102 mg, 0.48 mmol), CuI (4.6 mg, 0.024 mmol) and N,N′-Dimethyl cyclohexane-1,2-diamine (14 mg, 0.096 mmol) is added to 5H-[1,3]dioxolo[4,5-f]indole-7-carbonitrile (45 mg, 0.24 mmol), prepared as described by the method of example 1A, step A, in anhydrous toluene (0.4 mL). After heating at reflux for 24 h, the solvent is evaporated under vacuum. The residue is dissolved with CH2Cl2 (5 mL) and the mixture is filtered. The filtrate is ... The reactants are C[NH-], CCO, COC(=O)CCCI, CC(C)CC(N)C(=O)NC(Cc1ccccc1)C(=O)O. Yields the product C[NH-], COC(=O)CCCNC(CC(C)C)C(=O)NC(Cc1ccccc1)C(=O)O. As a reaction SMILES: [CH3:21][NH-:22].[CH3:31][CH2:32][OH:33].[I:23][CH2:24][CH2:25][CH2:26][C:27](=[O:28])[O:29][CH3:30].[NH2:1][CH:2]([CH2:3][CH:4]([CH3:5])[CH3:6])[C:7](=[O:8])[NH:9][CH:10]([CH2:11][c:12]1[cH:13][cH:14][cH:15][cH:16][cH:17]1)[C:18](=[O:19])[OH:20]>>[CH3:21][NH-:22].[NH:1]([CH:2]([CH2:3][CH:4]([CH3:5])[CH3:6])[C:7](=[O:8])[NH:9][CH:10]([CH2:11][c:12]1[cH:13][cH:14][cH:15][cH:16][cH:17]1)[C:18](=[O:19])[OH:20])[CH2:24][CH2:25][CH2:26][C:27](=[O:28])[O:29][CH3:30]. Reactants: C(C1=CC=CC=C1)N1C=NC=C1CC(C(CC)=O)C(CC)=O (4-(3-benzyl-3H-imidazol-4-ylmethyl)-heptane-3,5-dione), O.NN (hydrazine monohydrate). The solvent is C(C)O (ethanol), C(C)O (ethanol). The product is C(C1=CC=CC=C1)N1C=NC=C1CC=1C(=NNC1CC)CC (4-(3-benzyl-3H-imidazol-4-ylmethyl)-3,5-diethyl-1H-pyrazole). RXN SMILES: [CH2:1]([N:8]1[C:12]([CH2:13][CH:14]([C:19](=O)[CH2:20][CH3:21])[C:15](=O)[CH2:16][CH3:17])=[CH:11][N:10]=[CH:9]1)[C:2]1[CH:7]=[CH:6][CH:5]=[CH:4][CH:3]=1.O.[NH2:24][NH2:25]>C(O)C>[CH2:1]([N:8]1[C:12]([CH2:13][C:14]2[C:19]([CH2:20][CH3:21])=[N:24][NH:25][C:15]=2[CH2:16][CH3:17])=[CH:11][N:10]=[CH:9]1)[C:2]1[CH:7]=[CH:6][CH:5]=[CH:4][CH:3]=1 |f:1.2|. Procedure: To a solution of 140 mg (0.47 mmol) 4-(3-benzyl-3H-imidazol-4-ylmethyl)-heptane-3,5-dione in 1.5 ml ethanol was added a solution of 24 mg (0.48 mmol) hydrazine monohydrate in 0.5 ml ethanol and the mixture heated to reflux for 10 min. The reaction mixture was evaporated under reduced pressure, the residue dissolved in 1N aqueous HCl solution and extracted three times with t-butyl methyl ether. The aqueous phase was adjusted to pH 12 and extracted three times with t-butyl methyl ether, the combin... Starting materials: COc1ccccc1Oc1c(Cl)nc(N2CCOCC2)nc1NS(=O)(=O)c1ccc(C(C)(C)C)cc1, OCC#CCO, CN1CCCN(C)C1=O, [H-], [Na+], CN(C)C=O, O=C(O)CC(O)(CC(=O)O)C(=O)O. Yields the product COc1ccccc1Oc1c(NS(=O)(=O)c2ccc(C(C)(C)C)cc2)nc(N2CCOCC2)nc1OCC#CCO. RXN SMILES: [C:9]([CH3:10])([CH3:11])([CH3:12])[c:13]1[cH:14][cH:15][c:16]([S:19](=[O:20])(=[O:21])[NH:22][c:23]2[n:24][c:25]([N:39]3[CH2:40][CH2:41][O:42][CH2:43][CH2:44]3)[n:26][c:27]([Cl:38])[c:28]2[O:29][c:30]2[c:31]([O:36][CH3:37])[cH:32][cH:33][cH:34][cH:35]2)[cH:17][cH:18]1.[CH2:3]([C:4]#[C:5][CH2:6][OH:7])[OH:8].[CH3:63][N:64]1[CH2:65][CH2:66][CH2:67][N:68]([CH3:69])[C:70]1=[O:71].[H-:2].[Na+:1].[O:58]=[CH:59][N:60]([CH3:61])[CH3:62].[OH:45][C:46]([CH2:47][C:48]([C:49](=[O:50])[OH:51])([CH2:52][C:53](=[O:54])[OH:55])[OH:56])=[O:57]>>[CH2:3]([C:4]#[C:5][CH2:6][O:7][c:27]1[n:26][c:25]([N:39]2[CH2:40][CH2:41][O:42][CH2:43][CH2:44]2)[n:24][c:23]([NH:22][S:19]([c:16]2[cH:15][cH:14][c:13]([C:9]([CH3:10])([CH3:11])[CH3:12])[cH:18][cH:17]2)(=[O:20])=[O:21])[c:28]1[O:29][c:30]1[c:31]([O:36][CH3:37])[cH:32][cH:33][cH:34][cH:35]1)[OH:8].